This data is from the Open Reaction Database (ORD), a public repository of structured organic reaction records. The task is: describe an organic reaction: reactants, conditions, products, and yield Starting materials: BrC1=NC(=CC=C1)C (2-bromo-6-methylpyridine), S1CCC(CC1)C=O (tetrahydro-2H-thiopyran-4-carbaldehyde). Product: BrC1=CC=CC(=N1)CC(O)C1CCSCC1 (2-(6-Bromopyridin-2-yl)-1-(tetrahydro-2H-thiopyran-4-yl)ethanol). RXN SMILES: [Br:1][C:2]1[CH:7]=[CH:6][CH:5]=[C:4]([CH3:8])[N:3]=1.[S:9]1[CH2:14][CH2:13][CH:12]([CH:15]=[O:16])[CH2:11][CH2:10]1>>[Br:1][C:2]1[N:3]=[C:4]([CH2:8][CH:15]([CH:12]2[CH2:13][CH2:14][S:9][CH2:10][CH2:11]2)[OH:16])[CH:5]=[CH:6][CH:7]=1. Reported procedure: The title compound was prepared according to the procedure in Example 158 Step 1 using 2-bromo-6-methylpyridine (1.5 g, 8.72 mmol) and tetrahydro-2H-thiopyran-4-carbaldehyde (2.27 g, 17.4 mmol) as the starting materials. Reactants: ClC1=C(C=CC=C1)N1C(NC2=NC(=NC=C2C1)S(=O)(=O)CC1=CC=CC=C1)=O (3-(2-chlorophenyl)-7-benzylsulfonyl-3,4-dihydropyrimido[4,5-d]-pyrimidin-2(1H)-one), C1(=CC=CC=C1)P(C1=NC=CC=C1)C1=CC=CC=C1 (diphenyl-2-pyridylphosphine), OC1CCN(CC1)C (4-hydroxy-1-methylpiperidine), CC(C)(C)OC(=O)/N=N/C(=O)OC(C)(C)C (di-tert-butylazodicarboxylate). The solvent is O1CCCC1 (tetrahydrofuran). Reaction conditions: time 2 hour. The product is C(C1=CC=CC=C1)S(=O)(=O)C1=NC=C2C(=N1)N(C(N(C2)C2=C(C=CC=C2)Cl)=O)C2CCN(CC2)C (7-benzylsulfonyl-3-(2-chlorophenyl)-1-(1-methylpiperidin-4-yl)-3,4-dihydropyrimido[4,5-d]pyrimidin-2(1H)-one). Yield: 28.8%. Reaction SMILES: [Cl:1][C:2]1[CH:7]=[CH:6][CH:5]=[CH:4][C:3]=1[N:8]1[CH2:17][C:16]2[C:11](=[N:12][C:13]([S:18]([CH2:21][C:22]3[CH:27]=[CH:26][CH:25]=[CH:24][CH:23]=3)(=[O:20])=[O:19])=[N:14][CH:15]=2)[NH:10][C:9]1=[O:28].C1(P(C2C=CC=CC=2)C2C=CC=CN=2)C=CC=CC=1.O[CH:49]1[CH2:54][CH2:53][N:52]([CH3:55])[CH2:51][CH2:50]1.CC(OC(/N=N/C(OC(C)(C)C)=O)=O)(C)C>O1CCCC1>[CH2:21]([S:18]([C:13]1[N:12]=[C:11]2[N:10]([CH:49]3[CH2:54][CH2:53][N:52]([CH3:55])[CH2:51][CH2:50]3)[C:9](=[O:28])[N:8]([C:3]3[CH:4]=[CH:5][CH:6]=[CH:7][C:2]=3[Cl:1])[CH2:17][C:16]2=[CH:15][N:14]=1)(=[O:20])=[O:19])[C:22]1[CH:23]=[CH:24][CH:25]=[CH:26][CH:27]=1. Procedure details: A mixture of sulfone 9.1 (1.0 g, 2.4 mmol), diphenyl-2-pyridylphosphine (1.9 g, 7.23 mmol) and 4-hydroxy-1-methylpiperidine (0.555 g, 4.8 mmol) was dissolved in anhydrous tetrahydrofuran under an atmosphere of nitrogen. To this solution was added di-tert-butylazodicarboxylate (1.67 g, 7.23 mmol) and the resulting mixture was stirred at room temperature for 2 hours, then concentrated in vacuo. The residue was purified by column chromatography on silica gel using 9:1 dichloromethane/methanol as el... Starting materials: O=C([O-])[O-], CC(=O)OC(C)=O, CO, CC(C)=O, [K+], [K+], CN1CCC(N)(CO)CC1, [Na+], [OH-]. The product is CC(=O)NC1(CO)CCN(C)CC1. As a reaction SMILES: [C:11](=[O:12])([O-:13])[O-:14].[CH3:17][C:18](=[O:19])[O:20][C:21](=[O:22])[CH3:23].[CH3:26][OH:27].[CH3:28][C:29](=[O:30])[CH3:31].[K+:15].[K+:16].[NH2:1][C:2]1([CH2:9][OH:10])[CH2:3][CH2:4][N:5]([CH3:8])[CH2:6][CH2:7]1.[Na+:25].[OH-:24]>>[NH:1]([C:2]1([CH2:9][OH:10])[CH2:3][CH2:4][N:5]([CH3:8])[CH2:6][CH2:7]1)[C:18]([CH3:17])=[O:19]. Reactants: COC=1C=C(CN)C=CC1OC (3,4-dimethoxybenzylamine), ClC=1N=C(C2=C(N1)SC(=C2)[N+](=O)[O-])Cl (2,4dichloro-6-nitro-thieno-[2,3-d]-pyrimidine). Product: ClC=1N=C(C2=C(N1)SC(=C2)[N+](=O)[O-])NCC2=CC(=C(C=C2)OC)OC (2-chloro-6-nitro-4-(3,4-dimethoxybenzylamino)-thieno-[2,3-d]-pyrimidine). RXN SMILES: [CH3:1][O:2][C:3]1[CH:4]=[C:5]([CH:8]=[CH:9][C:10]=1[O:11][CH3:12])[CH2:6][NH2:7].[Cl:13][C:14]1[N:15]=[C:16](Cl)[C:17]2[CH:22]=[C:21]([N+:23]([O-:25])=[O:24])[S:20][C:18]=2[N:19]=1>>[Cl:13][C:14]1[N:15]=[C:16]([NH:7][CH2:6][C:5]2[CH:8]=[CH:9][C:10]([O:11][CH3:12])=[C:3]([O:2][CH3:1])[CH:4]=2)[C:17]2[CH:22]=[C:21]([N+:23]([O-:25])=[O:24])[S:20][C:18]=2[N:19]=1. Procedure: Following the procedure of Example 1, the reaction of 3,4-dimethoxybenzylamine with 2,4dichloro-6-nitro-thieno-[2,3-d]-pyrimidine yields 2-chloro-6-nitro-4-(3,4-dimethoxybenzylamino)-thieno-[2,3-d]-pyrimidine. Starting materials: NC1=NC(=CC=C1[N+](=O)[O-])Cl (2-amino-6-chloro-3-nitropyridine), NCCO (2-aminoethanol). The solvent is CS(=O)C (DMSO). Product: NC1=C(C=CC(=N1)NCCO)[N+](=O)[O-] (2-[(6-Amino-5-nitropyridin-2-yl)amino]ethanol), crude product. As a reaction SMILES: [NH2:1][C:2]1[C:7]([N+:8]([O-:10])=[O:9])=[CH:6][CH:5]=[C:4](Cl)[N:3]=1.[NH2:12][CH2:13][CH2:14][OH:15]>CS(C)=O>[NH2:1][C:2]1[N:3]=[C:4]([NH:12][CH2:13][CH2:14][OH:15])[CH:5]=[CH:6][C:7]=1[N+:8]([O-:10])=[O:9]. Procedure details: 2-[(6-Amino-5-nitropyridin-2-yl)amino]ethanol (Example 48A) is prepared in analogy to Example 36A from 2-amino-6-chloro-3-nitropyridine (400 mg, 2.3 mmol) and 2-aminoethanol (282 mg, 4.6 mmol) in DMSO (110° C., 4 h). Removal of the solvent results in a crude product which is precipitated from dichloromethane. The product is filtered off with suction and dried. 283 mg (62% of theory) of the product are obtained. The reactants are O1C2C(CC1=O)CCC2 (hexahydro-cyclopenta[b]furan-2-one), C1=C(C=CC2=CC=CC=C12)CBr (naphth-2-ylmethyl bromide), solution, C[Si](C)(C)[N-][Si](C)(C)C.[Li+] (lithium bis-(trimethylsilyl)-amide). The solvent is C1CCOC1 (THF), C1CCOC1 (THF). Reaction conditions: time 10 minute. Product: C1=C(C=CC2=CC=CC=C12)CC1C2C(OC1=O)CCC2 (3-(Naphth-2-ylmethyl)-hexahydro-cyclopenta[b]furan-2-one). Reaction SMILES: C[Si]([N-][Si](C)(C)C)(C)C.[Li+].[O:11]1[C:15](=[O:16])[CH2:14][CH:13]2[CH2:17][CH2:18][CH2:19][CH:12]12.[CH:20]1[C:29]2[C:24](=[CH:25][CH:26]=[CH:27][CH:28]=2)[CH:23]=[CH:22][C:21]=1[CH2:30]Br>C1COCC1>[CH:20]1[C:29]2[C:24](=[CH:25][CH:26]=[CH:27][CH:28]=2)[CH:23]=[CH:22][C:21]=1[CH2:30][CH:14]1[C:15](=[O:16])[O:11][CH:12]2[CH2:19][CH2:18][CH2:17][CH:13]12 |f:0.1|. Procedure: Under argon, 8.7 ml of a 1 molar solution of lithium bis-(trimethylsilyl)-amide in THF are added dropwise to a solution, cooled to −78° C., of 1 g (7.9 mmol) of hexahydro-cyclopenta[b]furan-2-one in 20 ml of THF such that the temp. of the mixture does not exceed −65° C. After the addition has ended, stirring is continued at −78° C. for 10 min, and 1.93 g (8.7 mmol) of naphth-2-ylmethyl bromide are then added in one portion. Immediately afterwards, the cooling bath is removed and the mixture is a...